From a dataset of the Open Reaction Database (ORD), a public repository of structured organic reaction records. describe an organic reaction: reactants, conditions, products, and yield The reactants are Cc1oncc1C(=O)Nc1ccc(C(F)(F)F)cc1, Cc1oncc1C(=O)O. Yields the product Cc1oncc1C(=O)O, Nc1ccc(C(F)(F)F)cc1. Reaction SMILES: [CH3:1][c:2]1[c:3]([C:4](=[O:5])[NH:9][c:10]2[cH:11][cH:12][c:13]([C:16]([F:17])([F:18])[F:19])[cH:14][cH:15]2)[cH:6][n:7][o:8]1.[CH3:20][c:21]1[c:22]([C:26](=[O:27])[OH:28])[cH:23][n:24][o:25]1>>[CH3:20][c:21]1[c:22]([C:26](=[O:27])[OH:28])[cH:23][n:24][o:25]1.[NH2:9][c:10]1[cH:11][cH:12][c:13]([C:16]([F:17])([F:18])[F:19])[cH:14][cH:15]1. The reactants are Cc1ccc(N)cc1, Clc1nc(Cl)c2ccccc2n1. Yields the product Cc1ccc(Nc2nc(Cl)nc3ccccc23)cc1. As a reaction SMILES: [CH3:13][c:14]1[cH:15][cH:16][c:17]([NH2:18])[cH:19][cH:20]1.[Cl:1][c:2]1[n:3][c:4]2[cH:5][cH:6][cH:7][cH:8][c:9]2[c:10]([Cl:12])[n:11]1>>[Cl:1][c:2]1[n:3][c:4]2[cH:5][cH:6][cH:7][cH:8][c:9]2[c:10]([NH:18][c:17]2[cH:16][cH:15][c:14]([CH3:13])[cH:20][cH:19]2)[n:11]1. Starting materials: NC1=C(C#N)C(=C(C=C1)Br)Cl (2-amino-5-bromo-6-chlorobenzonitrile), ClC=1C=C(C=C(C1)Cl)B(O)O (3,5-dichlorophenylboronic acid), C([O-])([O-])=O.[Na+].[Na+] (sodium carbonate). The reagents and catalysts are C=1C=CC(=CC1)[P](C=2C=CC=CC2)(C=3C=CC=CC3)[Pd]([P](C=4C=CC=CC4)(C=5C=CC=CC5)C=6C=CC=CC6)([P](C=7C=CC=CC7)(C=8C=CC=CC8)C=9C=CC=CC9)[P](C=1C=CC=CC1)(C=1C=CC=CC1)C=1C=CC=CC1 (tetrakis(triphenylphosphine)palladium(0)). The solvent is C1(=CC=CC=C1)C (toluene). Yields the product NC1=C(C#N)C(=C(C=C1)C1=CC(=CC(=C1)Cl)Cl)Cl (2-amino-6-chloro-5-(3,5-dichlorophenyl)benzonitrile). Isolated yield 63.9%. RXN SMILES: [NH2:1][C:2]1[CH:9]=[CH:8][C:7](Br)=[C:6]([Cl:11])[C:3]=1[C:4]#[N:5].[Cl:12][C:13]1[CH:14]=[C:15](B(O)O)[CH:16]=[C:17]([Cl:19])[CH:18]=1.C(=O)([O-])[O-].[Na+].[Na+]>C1(C)C=CC=CC=1.C1C=CC([P]([Pd]([P](C2C=CC=CC=2)(C2C=CC=CC=2)C2C=CC=CC=2)([P](C2C=CC=CC=2)(C2C=CC=CC=2)C2C=CC=CC=2)[P](C2C=CC=CC=2)(C2C=CC=CC=2)C2C=CC=CC=2)(C2C=CC=CC=2)C2C=CC=CC=2)=CC=1>[NH2:1][C:2]1[CH:9]=[CH:8][C:7]([C:15]2[CH:14]=[C:13]([Cl:12])[CH:18]=[C:17]([Cl:19])[CH:16]=2)=[C:6]([Cl:11])[C:3]=1[C:4]#[N:5] |f:2.3.4,^1:39,41,60,79|. Reported procedure: This compound was prepared in a manner analogous to that of Step D of Example 1, using 2.3 grams (0.010 mole) of 2-amino-5-bromo-6-chlorobenzonitrile (prepared as in Step A of Example 2), 2.9 grams (0.015 mole) of 3,5-dichlorophenylboronic acid, 0.1 gram (catalyst) of tetrakis(triphenylphosphine)palladium(0), and 30 mL of aqueous 2M sodium carbonate in 75 mL of toluene. The solid product was recrystallized from toluene, yielding 1.9 grams of 2-amino-6-chloro-5-(3,5-dichlorophenyl)benzonitrile. T... Starting materials: C1(=CC=C(C=C1)S(=O)(=O)[O-])C.C(C1=CC=CC=C1)N1[CH2+](SC(C1=O)=C1SC2=C(N1C)C=CC=C2)SC (3-benzyl-5-(3-methyl-3H-benzothiazol-2-ylidene)-2-methylthio-4-oxo-2-thiazolium p-toluenesulfonate), NC1=CC=CC=C1 (aniline), TEA. Solvent: CC#N (MeCN). Conditions: temperature 50 celsius. Yields the product C(C1=CC=CC=C1)N1C(SC(C1=O)=C1SC2=C(N1C)C=CC=C2)=NC2=CC=CC=C2 (3-benzyl-5-(3-methyl-3H-benzothiazol-2-ylidene)-2-phenylimino-thiazolidine-4-one). Isolated yield 28.8%. Reaction SMILES: C1(C)C=CC(S([O-])(=O)=O)=CC=1.[CH2:12]([N:19]1[C:23](=[O:24])[C:22](=[C:25]2[N:29]([CH3:30])[C:28]3[CH:31]=[CH:32][CH:33]=[CH:34][C:27]=3[S:26]2)[S:21][CH2+:20]1SC)[C:13]1[CH:18]=[CH:17][CH:16]=[CH:15][CH:14]=1.[NH2:37][C:38]1[CH:43]=[CH:42][CH:41]=[CH:40][CH:39]=1>CC#N>[CH2:12]([N:19]1[C:23](=[O:24])[C:22](=[C:25]2[N:29]([CH3:30])[C:28]3[CH:31]=[CH:32][CH:33]=[CH:34][C:27]=3[S:26]2)[S:21][C:20]1=[N:37][C:38]1[CH:43]=[CH:42][CH:41]=[CH:40][CH:39]=1)[C:13]1[CH:18]=[CH:17][CH:16]=[CH:15][CH:14]=1 |f:0.1|. Procedure details: To an 8 mL vial was added 3-benzyl-5-(3-methyl-3H-benzothiazol-2-ylidene)-2-methylthio-4-oxo-2-thiazolium p-toluenesulfonate (100 mg, 0.18 mmol), aniline (16 μL, 0.18 mmol) and anhydrous MeCN (1 mL). After warming the mixture to 50° C., TEA (0.10 mL, 0.56 mmol) was added and continued heating the mixture at 50° C. for 12 h. After cooling to room temperature, the resulting precipitates were filtered under reduced pressure, washed with MeCN (2 mL) and dried under vacuum to yield the title product ...